This data is from the Open Reaction Database (ORD), a public repository of structured organic reaction records. The task is: describe an organic reaction: reactants, conditions, products, and yield Starting materials: TEA, ClC(=O)OC (methyl chloroformate), C(=O)(C(F)(F)F)O (TFA), C(C)(C)(C)OC(NCC1CN(C(O1)=O)C1=CC(=C(C=C1)N1CCC(C=C1)=O)F)=O ({3-[3-fluoro-4-(4-oxo-3,4-dihydro-2H-pyridin-1-yl)-phenyl]-2-oxo-oxazolidin-5-ylmethyl}-carbamic acid tert-butyl ester). Solvent: ClC(C)Cl (dichloroethane), CC#N (MeCN). Conditions: time 1.5 hour. The product is COC(NCC1CN(C(O1)=O)C1=CC(=C(C=C1)N1CCC(C=C1)=O)F)=O ({3-[3-fluoro-4-(4-oxo-3,4-dihydro-2H-pyridin-1-yl)-phenyl]-2-oxo-oxazolidin-5-ylmethyl}-carbamic Acid Methyl Ester). RXN SMILES: C(O)(C(F)(F)F)=O.[C:8]([O:12][C:13](=[O:36])[NH:14][CH2:15][CH:16]1[O:20][C:19](=[O:21])[N:18]([C:22]2[CH:27]=[CH:26][C:25]([N:28]3[CH:33]=[CH:32][C:31](=[O:34])[CH2:30][CH2:29]3)=[C:24]([F:35])[CH:23]=2)[CH2:17]1)(C)(C)C.ClC(OC)=O>ClC(Cl)C.CC#N>[CH3:8][O:12][C:13](=[O:36])[NH:14][CH2:15][CH:16]1[O:20][C:19](=[O:21])[N:18]([C:22]2[CH:27]=[CH:26][C:25]([N:28]3[CH:29]=[CH:30][C:31](=[O:34])[CH2:32][CH2:33]3)=[C:24]([F:35])[CH:23]=2)[CH2:17]1. Procedure details: TFA (1.5 mL) is added to a solution of {3-[3-fluoro-4-(4-oxo-3,4-dihydro-2H-pyridin-1-yl)-phenyl]-2-oxo-oxazolidin-5-ylmethyl}-carbamic acid tert-butyl ester (300 mg, 0.74 mmol) in dichloroethane (6.0 mL). This solution is stirred for 1.5 h. Removed solvent under vacuum, and the residue is dissolved in MeCN (3.0 mL). TEA (0.41 mL, 3 mmol) is added followed by methyl chloroformate (98 mg, 1 mmol). The mixture is stirred at r.t. for 16 h. Solvent is removed under vacuum, and the residue is purifie... Starting materials: CCOC(=O)c1c(Cl)c2cccnc2n(Cc2ccccc2)c1=O, C1CNCCN1, ClCCl. Yields the product CCOC(=O)c1c(N2CCNCC2)c2cccnc2n(Cc2ccccc2)c1=O. Reaction SMILES: [CH2:1]([CH3:2])[O:3][C:4](=[O:5])[c:6]1[c:7](=[O:24])[n:8]([CH2:17][c:18]2[cH:19][cH:20][cH:21][cH:22][cH:23]2)[c:9]2[n:10][cH:11][cH:12][cH:13][c:14]2[c:15]1[Cl:16].[CH2:25]1[CH2:26][NH:27][CH2:28][CH2:29][NH:30]1.[Cl:31][CH2:32][Cl:33]>>[CH2:1]([CH3:2])[O:3][C:4](=[O:5])[c:6]1[c:7](=[O:24])[n:8]([CH2:17][c:18]2[cH:19][cH:20][cH:21][cH:22][cH:23]2)[c:9]2[n:10][cH:11][cH:12][cH:13][c:14]2[c:15]1[N:27]1[CH2:26][CH2:25][NH:30][CH2:29][CH2:28]1. The reactants are C(=O)(O)[O-].[Na+] (NaHCO3), NC1=NC=C(C(=O)OC)C=C1 (methyl 6-aminonicotinate), C(C)OC(CBr)OCC (bromoacetaldehyde diethyl acetal). Solvent: Cl (HCl), O (water). Product: N=1C=CN2C1C=CC(=C2)C(=O)OC (methyl imidazo[1,2-α]pyridin-6-carboxylate). The yield is 82.7%. Reaction SMILES: [CH2:1](OC(OCC)CBr)[CH3:2].C([O-])(O)=O.[Na+].[NH2:15][C:16]1[CH:25]=[CH:24][C:19]([C:20]([O:22][CH3:23])=[O:21])=[CH:18][N:17]=1>Cl.O>[N:15]1[CH:1]=[CH:2][N:17]2[CH:18]=[C:19]([C:20]([O:22][CH3:23])=[O:21])[CH:24]=[CH:25][C:16]=12 |f:1.2|. Reported procedure: A solution of bromoacetaldehyde diethyl acetal (3.2 mL, 21.3 mmol) in 12M HCl (0.5 mL) and water (23 mL) was heated at 90° C. for 1 hour, cooled to room temperature, treated sequentially with NaHCO3, (1.67 g, 20 mmol) and methyl 6-aminonicotinate (1.10 g, 7.0 mmol), heated at 60° C. for 30 minutes, cooled to room temperature, adjusted to pH 9, and extracted with ethyl acetate. The extract was washed with water, dried (MgSO4), filtered, and concentrated. The concentrate was purified by flash colu... Starting materials: O=C(Oc1ccccc1)c1ccccc1, C[Si](C)(C)[O-], [K+], C1CCOC1. The product is O=C([O-])c1ccccc1, [K+]. As a reaction SMILES: [C:1]([c:2]1[cH:3][cH:4][cH:5][cH:6][cH:7]1)(=[O:8])[O:9][c:10]1[cH:11][cH:12][cH:13][cH:14][cH:15]1.[CH3:16][Si:17]([CH3:18])([CH3:19])[O-:20].[K+:21].[O:22]1[CH2:23][CH2:24][CH2:25][CH2:26]1>>[C:1]([c:2]1[cH:3][cH:4][cH:5][cH:6][cH:7]1)(=[O:8])[O-:9].[K+:21].